From a dataset of the Open Reaction Database (ORD), a public repository of structured organic reaction records. describe an organic reaction: reactants, conditions, products, and yield Reactants: Cl.Cl.COC([C@H](CC1=CC=C(C=C1)C1=C(C(=NC=C1)C)C)NC(=O)[C@H]1NCC=2C=C3C(=CC2C1)OC[C@@H](O3)C3=CC=C(C=C3)OCC3=CC(=C(C=C3)Cl)Cl)=O ((S)-2-({(3S,8S)-3-[4-(3,4-Dichloro-benzyloxy)-phenyl]-2,3,6,7,8,9-hexahydro-[1,4]dioxino[2,3-g]isoquinoline-8-carbonyl}-amino)-3-[4-(2,3-dimethyl-pyridin-4-yl)-phenyl]-propionic acid methyl ester dihydrochloride), CC1=CC=CC(=N1)C=O (6-methyl-pyridine-2-carbaldehyde). Yields the product COC([C@H](CC1=CC=C(C=C1)C1=C(C(=NC=C1)C)C)NC(=O)[C@H]1N(CC=2C=C3C(=CC2C1)OC[C@@H](O3)C3=CC=C(C=C3)OCC3=CC(=C(C=C3)Cl)Cl)CC3=NC(=CC=C3)C)=O ((S)-2-{[(3S,8S)-3-[4-(3,4-dichloro-benzyloxy)-phenyl]-7-(6-methyl-pyridin-2-ylmethyl)-2,3,6,7,8,9-hexahydro-[1,4]dioxino[2,3-g]isoquinoline-8-carbonyl]-amino}-3-[4-(2,3-dimethyl-pyridin-4-yl)-phenyl]-propionic acid methyl ester). As a reaction SMILES: Cl.Cl.[CH3:3][O:4][C:5](=[O:55])[C@@H:6]([NH:22][C:23]([C@@H:25]1[CH2:34][C:33]2[CH:32]=[C:31]3[O:35][CH2:36][C@H:37]([C:39]4[CH:44]=[CH:43][C:42]([O:45][CH2:46][C:47]5[CH:52]=[CH:51][C:50]([Cl:53])=[C:49]([Cl:54])[CH:48]=5)=[CH:41][CH:40]=4)[O:38][C:30]3=[CH:29][C:28]=2[CH2:27][NH:26]1)=[O:24])[CH2:7][C:8]1[CH:13]=[CH:12][C:11]([C:14]2[CH:19]=[CH:18][N:17]=[C:16]([CH3:20])[C:15]=2[CH3:21])=[CH:10][CH:9]=1.[CH3:56][C:57]1[N:62]=[C:61]([CH:63]=O)[CH:60]=[CH:59][CH:58]=1>>[CH3:3][O:4][C:5](=[O:55])[C@@H:6]([NH:22][C:23]([C@@H:25]1[CH2:34][C:33]2[CH:32]=[C:31]3[O:35][CH2:36][C@H:37]([C:39]4[CH:44]=[CH:43][C:42]([O:45][CH2:46][C:47]5[CH:52]=[CH:51][C:50]([Cl:53])=[C:49]([Cl:54])[CH:48]=5)=[CH:41][CH:40]=4)[O:38][C:30]3=[CH:29][C:28]=2[CH2:27][N:26]1[CH2:63][C:61]1[CH:60]=[CH:59][CH:58]=[C:57]([CH3:56])[N:62]=1)=[O:24])[CH2:7][C:8]1[CH:13]=[CH:12][C:11]([C:14]2[CH:19]=[CH:18][N:17]=[C:16]([CH3:20])[C:15]=2[CH3:21])=[CH:10][CH:9]=1 |f:0.1.2|. Reported procedure: (S)-2-({(3S,8S)-3-[4-(3,4-Dichloro-benzyloxy)-phenyl]-2,3,6,7,8,9-hexahydro-[1,4]dioxino[2,3-g]isoquinoline-8-carbonyl}-amino)-3-[4-(2,3-dimethyl-pyridin-4-yl)-phenyl]-propionic acid methyl ester dihydrochloride (30 mg) was reacted with 6-methyl-pyridine-2-carbaldehyde according to General Procedure D. The reaction mixture was directly purified over silica (hexanes to 1:1 hexanes EtOAc to 1:1 hexanes EtOAc+1% MeOH to 1:1 hexanes EtOAc+2% MeOH up to 1:1 hexanes EtOAc+5% MeOH) to give (S)-2-{[(3S,... Starting materials: O (Water), ClC(=O)OCC (Ethyl chloroformate), C(C)OC(CCCN)OCC (4-aminobutanal diethyl acetal), N1=CC=CC=C1 (pyridine). Reported procedure: Ethyl chloroformate (0.3 ml, 3.1 mmol) was added dropwise to a solution of 4-aminobutanal diethyl acetal (0.5 ml, 2.9 mmol) and pyridine (0.28 ml, 3.5 mmol) in dichloromethane (10 ml) at 5° C. The mixture was stirred for 30 min. Water was added and the mixture was extracted with ether. The ether was dried (sodium sulphate) and evaporated to give the product as a yellow oil, MS (+EI) 232 ([M-H]+), 1H NMR (CDCl3) 4.69 (1H, s), 4.4 (1H, t), 4.00 (2H, q), 3.5-3.65 (2H, m), 3.35-3.5 (2H, m), 3.05-3.1... Yields the product C(C)OC(CCCNC(OCC)=O)OCC (Ethyl N-(4,4-diethoxybutyl)carbamate). Reaction SMILES: Cl[C:2]([O:4][CH2:5][CH3:6])=[O:3].[CH2:7]([O:9][CH:10]([O:15][CH2:16][CH3:17])[CH2:11][CH2:12][CH2:13][NH2:14])[CH3:8].N1C=CC=CC=1.O>ClCCl>[CH2:16]([O:15][CH:10]([O:9][CH2:7][CH3:8])[CH2:11][CH2:12][CH2:13][NH:14][C:2](=[O:3])[O:4][CH2:5][CH3:6])[CH3:17]. Run at time 30 minute. The solvent is ClCCl (dichloromethane).